This data is from the Open Reaction Database (ORD), a public repository of structured organic reaction records. The task is: describe an organic reaction: reactants, conditions, products, and yield Reactants: [BH4-], COC(=O)CS, CN(C)C=O, CCOC(C)=O, CCC(Cl)c1ccc(-c2ccccc2F)cc1, Cl, O=C(CCc1ccc(-c2ccccc2F)cc1)CCc1ccc(-c2ccccc2F)cc1, [K], [Na+], O, CCC(O)c1ccc(-c2ccccc2F)cc1, c1ccccc1. Product: CCC(SCC(=O)OC)c1ccc(-c2ccccc2F)cc1. Reaction SMILES: [BH4-:57].[CH3:1][O:2][C:3]([CH2:4][SH:5])=[O:6].[CH3:77][N:78]([CH3:79])[CH:80]=[O:81].[CH3:88][CH2:89][O:90][C:91](=[O:92])[CH3:93].[Cl:8][CH:9]([CH2:10][CH3:11])[c:12]1[cH:13][cH:14][c:15](-[c:18]2[c:19]([F:24])[cH:20][cH:21][cH:22][cH:23]2)[cH:16][cH:17]1.[ClH:76].[F:25][c:26]1[cH:27][cH:28][cH:29][cH:30][c:31]1-[c:32]1[cH:33][cH:34][c:35]([CH2:36][CH2:37][C:38]([CH2:39][CH2:40][c:41]2[cH:42][cH:43][c:44](-[c:45]3[cH:46][cH:47][cH:48][cH:49][c:50]3[F:51])[cH:52][cH:53]2)=[O:54])[cH:55][cH:56]1.[K:7].[Na+:58].[OH2:94].[OH:59][CH:60]([c:61]1[cH:62][cH:63][c:64](-[c:65]2[cH:66][cH:67][cH:68][cH:69][c:70]2[F:71])[cH:72][cH:73]1)[CH2:74][CH3:75].[cH:82]1[cH:83][cH:84][cH:85][cH:86][cH:87]1>>[CH3:1][O:2][C:3]([CH2:4][S:5][CH:9]([CH2:10][CH3:11])[c:12]1[cH:13][cH:14][c:15](-[c:18]2[c:19]([F:24])[cH:20][cH:21][cH:22][cH:23]2)[cH:16][cH:17]1)=[O:6]. Starting materials: CN, COC(=O)C(C)Oc1cccc2ncnc(Nc3ccc4c(cnn4Cc4nccs4)c3)c12. Yields the product CNC(=O)C(C)Oc1cccc2ncnc(Nc3ccc4c(cnn4Cc4nccs4)c3)c12. RXN SMILES: [CH3:34][NH2:35].[s:1]1[c:2]([CH2:6][n:7]2[n:8][cH:9][c:10]3[cH:11][c:12]([NH:16][c:17]4[n:18][cH:19][n:20][c:21]5[cH:22][cH:23][cH:24][c:25]([O:27][CH:28]([C:29](=[O:30])[O:31][CH3:32])[CH3:33])[c:26]45)[cH:13][cH:14][c:15]23)[n:3][cH:4][cH:5]1>>[s:1]1[c:2]([CH2:6][n:7]2[n:8][cH:9][c:10]3[cH:11][c:12]([NH:16][c:17]4[n:18][cH:19][n:20][c:21]5[cH:22][cH:23][cH:24][c:25]([O:27][CH:28]([C:29](=[O:30])[NH:35][CH3:34])[CH3:33])[c:26]45)[cH:13][cH:14][c:15]23)[n:3][cH:4][cH:5]1. The reactants are CC(NCCC1(C(C)C)OCCO1)c1ccc(Br)cc1, CO, Cl. Yields the product CC(C)C(=O)CCNC(C)c1ccc(Br)cc1. As a reaction SMILES: [Br:1][c:2]1[cH:3][cH:4][c:5]([CH:8]([CH3:9])[NH:10][CH2:11][CH2:12][C:13]2([CH:18]([CH3:19])[CH3:20])[O:14][CH2:17][CH2:16][O:15]2)[cH:6][cH:7]1.[CH3:21][OH:22].[ClH:23]>>[Br:1][c:2]1[cH:3][cH:4][c:5]([CH:8]([CH3:9])[NH:10][CH2:11][CH2:12][C:13](=[O:14])[CH:18]([CH3:19])[CH3:20])[cH:6][cH:7]1. RXN SMILES: [NH2:1][CH2:2][C:3]1[N:4]2[CH:10]=[N:9][CH:8]=[C:5]2[S:6][CH:7]=1.[CH3:11][N:12]([CH3:17])[S:13](Cl)(=[O:15])=[O:14].C(=O)([O-])O.[Na+]>ClCCl.CN(C)C1C=CN=CC=1>[CH3:11][N:12]([S:13]([NH:1][CH2:2][C:3]1[N:4]2[CH:10]=[N:9][CH:8]=[C:5]2[S:6][CH:7]=1)(=[O:15])=[O:14])[CH3:17] |f:2.3|. Reaction conditions: time 2.5 hour. Run in ClCCl (dichloromethane). Yields the product CN(C)S(=O)(=O)NCC=1N2C(SC1)=CN=C2 (3-(N,N-dimethylamino)sulfonylaminomethylimidazo[5,1-b]thiazole). Procedure details: A 210 mg potion of 3-aminomethylimidazo[5,1-b]thiazole was dissolved in 4 ml of dichloromethane, and 202 mg of 4-dimethylaminopyridine and 0.179 ml of N,N-dimethylsulfamoyl chloride were further added, followed by stirring for 2.5 hours. Then, to the reaction solution, an aqueous semi-saturated sodium hydrogencarbonate solution were added, and extraction was then carried out three times with dichloromethane. The organic layer was dried over anhydrous magnesium sulfate and then filtered, and the ... The reagents and catalysts are CN(C1=CC=NC=C1)C (4-dimethylaminopyridine). The reactants are CN(S(=O)(=O)Cl)C (N,N-dimethylsulfamoyl chloride), NCC=1N2C(SC1)=CN=C2 (3-aminomethylimidazo[5,1-b]thiazole), C(O)([O-])=O.[Na+] (sodium hydrogencarbonate). Reactants: CCOC(=O)c1cncc(C(=O)O)c1, Nc1cnc(OCC(F)(F)F)c(-c2ccc(Cl)cc2)c1. Yields the product CCOC(=O)c1cncc(C(=O)Nc2cnc(OCC(F)(F)F)c(-c3ccc(Cl)cc3)c2)c1. As a reaction SMILES: [CH2:21]([CH3:22])[O:23][C:24](=[O:25])[c:26]1[cH:27][n:28][cH:29][c:30]([C:32](=[O:33])[OH:34])[cH:31]1.[Cl:1][c:2]1[cH:3][cH:4][c:5](-[c:8]2[cH:9][c:10]([NH2:20])[cH:11][n:12][c:13]2[O:14][CH2:15][C:16]([F:17])([F:18])[F:19])[cH:6][cH:7]1>>[Cl:1][c:2]1[cH:3][cH:4][c:5](-[c:8]2[cH:9][c:10]([NH:20][C:32]([c:30]3[cH:29][n:28][cH:27][c:26]([C:24]([O:23][CH2:21][CH3:22])=[O:25])[cH:31]3)=[O:33])[cH:11][n:12][c:13]2[O:14][CH2:15][C:16]([F:17])([F:18])[F:19])[cH:6][cH:7]1. Reactants: FC(S(=O)(=O)C1=CC=C(C=C1)N)(F)F (4-(trifluoromethylsulfonyl)benzenamine), ClC=1C2=C(N=CN1)CN(CC2)C2=NC=CC=C2C(F)(F)F (4-chloro-7-(3-(trifluoromethyl)pyridin-2-yl)-5,6,7,8-tetrahydropyrido[3,4-d]pyrimidine), C([O-])([O-])=O.[Cs+].[Cs+] (Cesium Carbonate), CC1(C2=C(C(=CC=C2)P(C3=CC=CC=C3)C4=CC=CC=C4)OC5=C(C=CC=C51)P(C6=CC=CC=C6)C7=CC=CC=C7)C (Xantphos). The solvent is C(C)(=O)OCC (ethyl acetate), O1CCOCC1 (dioxane), O1CCOCC1 (1,4-Dioxane). Conditions: time 10 minute. The product is FC(C=1C(=NC=CC1)N1CC=2N=CN=C(C2CC1)NC1=CC=C(C=C1)S(=O)(=O)C(F)(F)F)(F)F (7-(3-(trifluoromethyl)pyridin-2-yl)-5,6,7,8-tetrahydro-N-(4-(trifluoromethylsulfonyl)phenyl)pyrido[3,4-d]pyrimidin-4-amine). Yield: 55.0%. Reaction SMILES: Cl[C:2]1[C:3]2[CH2:11][CH2:10][N:9]([C:12]3[C:17]([C:18]([F:21])([F:20])[F:19])=[CH:16][CH:15]=[CH:14][N:13]=3)[CH2:8][C:4]=2[N:5]=[CH:6][N:7]=1.C(=O)([O-])[O-].[Cs+].[Cs+].CC1(C)C2C(=C(P(C3C=CC=CC=3)C3C=CC=CC=3)C=CC=2)OC2C(P(C3C=CC=CC=3)C3C=CC=CC=3)=CC=CC1=2.[F:70][C:71]([F:83])([F:82])[S:72]([C:75]1[CH:80]=[CH:79][C:78]([NH2:81])=[CH:77][CH:76]=1)(=[O:74])=[O:73]>O1CCOCC1.C(OCC)(=O)C>[F:19][C:18]([F:21])([F:20])[C:17]1[C:12]([N:9]2[CH2:10][CH2:11][C:3]3[C:2]([NH:81][C:78]4[CH:79]=[CH:80][C:75]([S:72]([C:71]([F:83])([F:70])[F:82])(=[O:74])=[O:73])=[CH:76][CH:77]=4)=[N:7][CH:6]=[N:5][C:4]=3[CH2:8]2)=[N:13][CH:14]=[CH:15][CH:16]=1 |f:1.2.3|. Procedure: A mixture of 4-chloro-7-(3-(trifluoromethyl)pyridin-2-yl)-5,6,7,8-tetrahydropyrido[3,4-d]pyrimidine (0.100 g, 0.000314 mol) tris(dibenzylideneacetone)dipalladium(0) (0.058 g, 0.000063 mol), Cesium Carbonate (0.311 g, 0.000944 mol) and Xantphos (0.018 g, 0.000031 mol) in 1,4-Dioxane (3 mL, 0.04 mol) was stirred at room temperature for 10 minutes in a 5 mL microwave vial. 4-(trifluoromethylsulfonyl)benzenamine (0.15 g, 0.00063 mol) was then added as a solution in dioxane (0.5 mL) and the mixture w... Starting materials: N(=O)[O-].[Na+] (Sodium nitrite), NC=1C=C(C(=O)OC)C=CC1[C@@H](C)NC(C)=O (methyl (R)-3-amino-4-(1-acetylaminoethyl)benzoate), Cl (hydrochloric acid), [N-]=[N+]=[N-].[Na+] (sodium azide). Solvent: O (water), O (water). Conditions: time 30 minute. Product: C(C)(=O)N[C@H](C)C1=C(C=C(C(=O)OC)C=C1)N=[N+]=[N-] (methyl (R)-4-(1-acetylaminoethyl)-3-azidobenzoate). As a reaction SMILES: N([O-])=O.[Na+].[NH2:5][C:6]1[CH:7]=[C:8]([CH:13]=[CH:14][C:15]=1[C@H:16]([NH:18][C:19](=[O:21])[CH3:20])[CH3:17])[C:9]([O:11][CH3:12])=[O:10].Cl.[N-:23]=[N+:24]=[N-].[Na+]>O>[C:19]([NH:18][C@@H:16]([C:15]1[CH:14]=[CH:13][C:8]([C:9]([O:11][CH3:12])=[O:10])=[CH:7][C:6]=1[N:5]=[N+:23]=[N-:24])[CH3:17])(=[O:21])[CH3:20] |f:0.1,4.5|. Reported procedure: Sodium nitrite (440 mg) was added to a mixture of methyl (R)-3-amino-4-(1-acetylaminoethyl)benzoate (1.38 g), conc. hydrochloric acid (3 ml) and water (9 ml) under ice-cooling, and the mixture was stirred at the same temperature for 30 minutes. A solution of sodium azide (420 mg) in water (5 ml) was added, and the mixture was stirred for 30 minutes. After the reaction, the mixture was extracted with ethyl acetate, and washed with water. The mixture was dried, and the solvent was evaporated to gi... Reactants: FC1=C(C(=CC=C1)F)C1=C(C=CC(=N1)C(=O)NC=1C=NC=CC1[C@@H]1C[C@@H]([C@H]([C@@H](C1)NC(OC(C)(C)C)=O)O)C)F (tert-butyl (1R,2R,3S,5R)-5-(3-(6-(2,6-difluorophenyl)-5-fluoropicolinamido)pyridin-4-yl)-2-hydroxy-3-methylcyclohexylcarbamate), TEA, CS(=O)(=O)Cl (MsCl). Run in C(Cl)Cl (CH2Cl2). Conditions: time 5 minute. The product is CS(=O)(=O)O[C@H]1[C@@H](C[C@@H](C[C@@H]1C)C1=C(C=NC=C1)NC(C1=NC(=C(C=C1)F)C1=C(C=CC=C1F)F)=O)N ((1R,2R,4R,6S)-2-amino-4-(3-(6-(2,6-difluorophenyl)-5-fluoropicolinamido)pyridin-4-yl)-6-methylcyclohexyl methanesulfonate). Isolated yield 31.0%. RXN SMILES: [F:1][C:2]1[CH:7]=[CH:6][CH:5]=[C:4]([F:8])[C:3]=1[C:9]1[N:14]=[C:13]([C:15]([NH:17][C:18]2[CH:19]=[N:20][CH:21]=[CH:22][C:23]=2[C@H:24]2[CH2:29][C@@H:28]([NH:30]C(=O)OC(C)(C)C)[C@H:27]([OH:38])[C@@H:26]([CH3:39])[CH2:25]2)=[O:16])[CH:12]=[CH:11][C:10]=1[F:40].[CH3:41][S:42](Cl)(=[O:44])=[O:43]>C(Cl)Cl>[CH3:41][S:42]([O:38][C@@H:27]1[C@@H:26]([CH3:39])[CH2:25][C@@H:24]([C:23]2[CH:22]=[CH:21][N:20]=[CH:19][C:18]=2[NH:17][C:15](=[O:16])[C:13]2[CH:12]=[CH:11][C:10]([F:40])=[C:9]([C:3]3[C:2]([F:1])=[CH:7][CH:6]=[CH:5][C:4]=3[F:8])[N:14]=2)[CH2:29][C@H:28]1[NH2:30])(=[O:44])=[O:43]. Procedure: To a solution of tert-butyl (1R,2R,3S,5R)-5-(3-(6-(2,6-difluorophenyl)-5-fluoropicolinamido)pyridin-4-yl)-2-hydroxy-3-methylcyclohexylcarbamate (1.0 equiv.) in CH2Cl2 was added TEA (4.0 equiv.) and MsCl (2.0 equiv.). The capped solution was stirred for 5 minutes and then the homogeneous solution was left standing at rt for 16 hrs. The volatiles were removed in vacuo, the residue was dissolved in DMSO, purified by RP HPLC and the product fractions were lyophilized directly. The Boc protected prod... Starting materials: [Si](C)(C)(C(C)(C)C)O[C@H]1C[C@@H](CC2=CC=C3[C@@H]4CC=C([C@H](C)OC\C=C/C(CC)(O[Si](CC)(CC)CC)CC)[C@]4(CC[C@@H]3[C@@]12C)C)O[Si](C)(C)C(C)(C)C (1α,3β-bis(tert-butyldimethylsilyloxy)-20(S)-{(Z)-(4-ethyl-4-triethylsilyloxy-2-hexenyloxy)}pregna-5,7,16-triene), [F-].C(CCC)[N+](CCCC)(CCCC)CCCC (tetra-n-butylammonium fluoride). Run in O1CCCC1 (tetrahydrofuran), O1CCCC1 (tetrahydrofuran). Product: O[C@H]1C[C@@H](CC2=CC=C3[C@@H]4CC=C([C@H](C)OC\C=C/C(CC)(O)CC)[C@]4(CC[C@@H]3[C@@]12C)C)O (1α,3β-dihydroxy-20(S)-{(Z)-(4-ethyl-4-hydroxy-2-hexenyloxy)}pregna-5,7,16-triene). The yield is 94.5%. Reaction SMILES: [Si]([O:8][C@@H:9]1[C@@:44]2([CH3:45])[C:13](=[CH:14][CH:15]=[C:16]3[C@@H:43]2[CH2:42][CH2:41][C@@:40]2([CH3:46])[C@H:17]3[CH2:18][CH:19]=[C:20]2[C@@H:21]([O:23][CH2:24]/[CH:25]=[CH:26]\[C:27]([CH2:38][CH3:39])([O:30][Si](CC)(CC)CC)[CH2:28][CH3:29])[CH3:22])[CH2:12][C@@H:11]([O:47][Si](C(C)(C)C)(C)C)[CH2:10]1)(C(C)(C)C)(C)C.[F-].C([N+](CCCC)(CCCC)CCCC)CCC>O1CCCC1>[OH:8][C@@H:9]1[C@@:44]2([CH3:45])[C:13](=[CH:14][CH:15]=[C:16]3[C@@H:43]2[CH2:42][CH2:41][C@@:40]2([CH3:46])[C@H:17]3[CH2:18][CH:19]=[C:20]2[C@@H:21]([O:23][CH2:24]/[CH:25]=[CH:26]\[C:27]([CH2:38][CH3:39])([OH:30])[CH2:28][CH3:29])[CH3:22])[CH2:12][C@@H:11]([OH:47])[CH2:10]1 |f:1.2|. Procedure details: By the same procedure as in Example 9, 1α,3β-bis(tert-butyldimethylsilyloxy)-20(S)-{(Z)-(4-ethyl-4-triethylsilyloxy-2-hexenyloxy)}pregna-5,7,16-triene (81.3 mg, 0.102 mmol), tetrahydrofuran (3 ml) and 1M tetra-n-butylammonium fluoride solution in tetrahydrofuran (2 ml) were reacted (heating under reflux for 5.5 hours) and worked up, and then the residue was purified by preparative thin layer chromatography (0.5 mm×1, dichloromethane:ethyl acetate:ethanol=20:80:1, developed once) to give the titl... Reaction SMILES: N[C:2]1[CH:7]=[C:6]([C:8]([F:11])([F:10])[F:9])[CH:5]=[CH:4][C:3]=1[S:12]([NH:15][C:16]1[CH:17]=[CH:18][C:19]([F:26])=[C:20]2[C:25]=1[N:24]=[CH:23][CH:22]=[CH:21]2)(=[O:14])=[O:13].N(OC(C)(C)C)=O>CC(O)=O>[F:26][C:19]1[CH:18]=[C:17]2[C:16](=[C:25]3[C:20]=1[CH:21]=[CH:22][CH:23]=[N:24]3)[NH:15][S:12](=[O:13])(=[O:14])[C:3]1[C:2]2=[CH:7][C:6]([C:8]([F:10])([F:11])[F:9])=[CH:5][CH:4]=1. Reported procedure: In a similar fashion using route 16 general procedure 61, 2-amino-N-(5-fluoro-quinolin-8-yl)-4-trifluoromethyl-benzenesulfonamide (Intermediate 276) (200 mg, 0.52 mmol), t-butyl nitrite (0.09 ml, 0.78 mmol) and AcOH (2 ml) gave the title compound (20 mg, 11%) after purification by column chromatography with DCM/MeOH (98:2) as the eluent. The solvent is CC(=O)O (AcOH). Yield: 10.4%. Product: FC=1C=C2C3=CC(=CC=C3S(NC2=C2N=CC=CC12)(=O)=O)C(F)(F)F (12-Fluoro-9-trifluoromethyl-5H-6-thia-4,5-diaza-chrysene 6,6-dioxide). Reactants: NC1=C(C=CC(=C1)C(F)(F)F)S(=O)(=O)NC=1C=CC(=C2C=CC=NC12)F (2-amino-N-(5-fluoro-quinolin-8-yl)-4-trifluoromethyl-benzenesulfonamide), NC1=C(C=CC(=C1)C(F)(F)F)S(=O)(=O)NC=1C=CC(=C2C=CC=NC12)F (2-amino-N-(5-fluoro-quinolin-8-yl)-4-trifluoromethyl-benzenesulfonamide), N(=O)OC(C)(C)C (t-butyl nitrite).